This data is from the Open Reaction Database (ORD), a public repository of structured organic reaction records. The task is: describe an organic reaction: reactants, conditions, products, and yield Starting materials: COC(=O)c1sc2cc(F)ccc2c1C1CCN(C(C)=O)CC1, CO, Cl. Product: COC(=O)c1sc2cc(F)ccc2c1C1CCNCC1, Cl. RXN SMILES: [CH3:1][O:2][C:3](=[O:4])[c:5]1[c:6]([CH:15]2[CH2:16][CH2:17][N:18]([C:21](=[O:22])[CH3:23])[CH2:19][CH2:20]2)[c:7]2[c:8]([s:9]1)[cH:10][c:11]([F:14])[cH:12][cH:13]2.[CH3:25][OH:26].[ClH:24]>>[CH3:1][O:2][C:3](=[O:4])[c:5]1[c:6]([CH:15]2[CH2:16][CH2:17][NH:18][CH2:19][CH2:20]2)[c:7]2[c:8]([s:9]1)[cH:10][c:11]([F:14])[cH:12][cH:13]2.[ClH:24].